This data is from the Open Reaction Database (ORD), a public repository of structured organic reaction records. The task is: describe an organic reaction: reactants, conditions, products, and yield Product: C(C)(C)OC(=O)N1[C@H](C[C@H](C2=NC(=CC=C12)OC)N(CC1=CC(=CC(=C1)C(F)(F)F)C(F)(F)F)C(C)=O)C ((+/−)-cis-4-[Acetyl-(3,5-bis-trifluoromethyl-benzyl)-amino]-6-methoxy-2-methyl-3,4-dihydro-2H-[1,5]naphthyridine-1-carboxylic acid isopropyl ester). Procedure: Cool to 0° C. a suspension of (+/−)-cis-4-(3,5-bis-trifluoromethyl-benzylamino)-6-methoxy-2-methyl-3,4-dihydro-2H-[1,5]naphthyridine-1-carboxylic acid isopropyl ester (0.210 g, 0.415 mmol) and pyridine (0.203 mL, 2.52 mmol) in dichloromethane (3 mL) under nitrogen. Add acetic anhydride (0.117 mL, 1. 247 mmol) dropwise. After the addition is complete, remove the cooling bath and warm the reaction to room temperature with stirring for 12 h. Dilute the mixture with dichloromethane (25 mL) and wash ... Yield: 86.3%. The solvent is ClCCl (dichloromethane), ClCCl (dichloromethane). Reactants: C(C)(C)OC(=O)N1[C@H](C[C@H](C2=NC(=CC=C12)OC)NCC1=CC(=CC(=C1)C(F)(F)F)C(F)(F)F)C ((+/−)-cis-4-(3,5-bis-trifluoromethyl-benzylamino)-6-methoxy-2-methyl-3,4-dihydro-2H-[1,5]naphthyridine-1-carboxylic acid isopropyl ester), N1=CC=CC=C1 (pyridine), C(C)(=O)OC(C)=O (acetic anhydride). Run at temperature 0 celsius, time 12 hour. Reaction SMILES: [CH:1]([O:4][C:5]([N:7]1[C:16]2[C:11](=[N:12][C:13]([O:17][CH3:18])=[CH:14][CH:15]=2)[C@H:10]([NH:19][CH2:20][C:21]2[CH:26]=[C:25]([C:27]([F:30])([F:29])[F:28])[CH:24]=[C:23]([C:31]([F:34])([F:33])[F:32])[CH:22]=2)[CH2:9][C@@H:8]1[CH3:35])=[O:6])([CH3:3])[CH3:2].N1C=CC=CC=1.[C:42](OC(=O)C)(=[O:44])[CH3:43]>ClCCl>[CH:1]([O:4][C:5]([N:7]1[C:16]2[C:11](=[N:12][C:13]([O:17][CH3:18])=[CH:14][CH:15]=2)[C@H:10]([N:19]([C:42](=[O:44])[CH3:43])[CH2:20][C:21]2[CH:26]=[C:25]([C:27]([F:28])([F:29])[F:30])[CH:24]=[C:23]([C:31]([F:34])([F:33])[F:32])[CH:22]=2)[CH2:9][C@@H:8]1[CH3:35])=[O:6])([CH3:3])[CH3:2]. Yields the product COC=1C=C(C=CC1)CC(CC(=O)OCC)(O)C1=CC=CC=C1 (Ethyl 4-(m-methoxyphenyl)-3-phenyl-3-hydroxybutyrate). The solvent is C1CCOC1 (THF), C1CCOC1 (THF). As a reaction SMILES: C[Si](C)(C)N[Si](C)(C)C.[Li].[C:11]([O:14][CH2:15][CH3:16])(=[O:13])[CH3:12].[C:17]1([C:23]([CH2:25][C:26]2[CH:31]=[CH:30][CH:29]=[C:28]([O:32][CH3:33])[CH:27]=2)=[O:24])[CH:22]=[CH:21][CH:20]=[CH:19][CH:18]=1>C1COCC1>[CH3:33][O:32][C:28]1[CH:27]=[C:26]([CH2:25][C:23]([C:17]2[CH:22]=[CH:21][CH:20]=[CH:19][CH:18]=2)([OH:24])[CH2:12][C:11]([O:14][CH2:15][CH3:16])=[O:13])[CH:31]=[CH:30][CH:29]=1 |f:0.1,^1:9|. Run at temperature -78 celsius, time 15 minute. Reported procedure: Lithium hexamethyidisilazane (88.5 mL, 88.5 mmol) was added to THF (150 mL) at −78° C. After 15 minutes, ethyl acetate (7.79 g, 88.5 mmol) was added over 10 minutes and stirred at −78° C. for 30 minutes. The m-methoxybenzyl phenyl ketone in (10.0 g, 44.25 mmol) THF (100 mL) was added over 15 minutes and kept at that temperature for 3 hours. The reaction mixture was quenched at that temperature with saturated ammonium chloride (15 mL). The reaction mixture was diluted with ether (200 mL) and the ... Reactants: C(C)(=O)OCC (ethyl acetate), C[Si](N[Si](C)(C)C)(C)C.[Li] (Lithium hexamethyidisilazane), C1(=CC=CC=C1)C(=O)CC1=CC(=CC=C1)OC (m-methoxybenzyl phenyl ketone). Yield: 86.0%. Starting materials: CC(C)C1=C(C(=CC=C1)C(C)C)CC(=O)C=1C(=C(C(=CC1)C(C)C)OS(N)(=O)=O)C(C)C (Sulfamic acid[[2,6-bis(1-methylethyl)phenyl]-acetyl]-2,6-bis(1-methylethyl)phenyl ester), C(C)(C)C1=C(C(=CC=C1)C(C)C)CC(=O)Cl (2,6-diisopropylphenylacetyl chloride), C(CCCCCCCCC)(=O)Cl (decanoyl chloride). Product: C(CCCCCCCCC)(=O)C=1C(=C(C(=CC1)C(C)C)OS(N)(=O)=O)C(C)C (sulfamic acid (decanoyl)-2,6-bis-(1-methylethyl)phenyl ester). Reaction SMILES: CC([C:4]1[CH:9]=[CH:8][CH:7]=[C:6]([CH:10](C)[CH3:11])[C:5]=1[CH2:13][C:14]([C:16]1[C:17]([CH:30]([CH3:32])[CH3:31])=[C:18]([O:25][S:26](=[O:29])(=[O:28])[NH2:27])[C:19]([CH:22]([CH3:24])[CH3:23])=[CH:20][CH:21]=1)=[O:15])C.C(C1C=CC=C(C(C)C)C=1CC(Cl)=O)(C)C.C(Cl)(=O)CCCCCCCCC>>[C:14]([C:16]1[C:17]([CH:30]([CH3:31])[CH3:32])=[C:18]([O:25][S:26](=[O:28])(=[O:29])[NH2:27])[C:19]([CH:22]([CH3:23])[CH3:24])=[CH:20][CH:21]=1)(=[O:15])[CH2:13][CH2:5][CH2:4][CH2:9][CH2:8][CH2:7][CH2:6][CH2:10][CH3:11]. Procedure: This compound was prepared in the same manner as for the title compound of Example 1, except that 2,6-diisopropylphenylacetyl chloride was replaced with decanoyl chloride, mp 92°-94° C. Starting materials: C, Cc1oc(-c2ccccc2)nc1CCOc1ccc([N+](=O)[O-])cn1, CCOC(C)=O, CO, [Pd]. Yields the product Cc1oc(-c2ccccc2)nc1CCOc1ccc(N)cn1. Reaction SMILES: [C:31].[CH3:1][c:2]1[c:3]([CH2:13][CH2:14][O:15][c:16]2[n:17][cH:18][c:19]([N+:22]([O-:23])=[O:24])[cH:20][cH:21]2)[n:4][c:5](-[c:7]2[cH:8][cH:9][cH:10][cH:11][cH:12]2)[o:6]1.[CH3:25][CH2:26][O:27][C:28](=[O:29])[CH3:30].[CH3:33][OH:34].[Pd:32]>>[CH3:1][c:2]1[c:3]([CH2:13][CH2:14][O:15][c:16]2[n:17][cH:18][c:19]([NH2:22])[cH:20][cH:21]2)[n:4][c:5](-[c:7]2[cH:8][cH:9][cH:10][cH:11][cH:12]2)[o:6]1. Starting materials: C(C)(=O)NC=1C=C(C=C(C1)C(=O)OC)NC1=NC=CC=C1[N+](=O)[O-] (2-(3-acetylamino-5-methoxycarbonylphenylamino)-3-nitropyridine). The reagents and catalysts are [Pd] (palladium on carbon). Solvent: CO (methanol), O1CCOCC1 (1,4-dioxane). Run at time 3 hour. The product is C(C)(=O)NC=1C=C(C=C(C1)C(=O)OC)NC1=NC=CC=C1N (2-(3-acetylamino-5-methoxycarbonylphenylamino)-3-aminopyridine). Isolated yield 100.8%. Reaction SMILES: [C:1]([NH:4][C:5]1[CH:6]=[C:7]([NH:15][C:16]2[C:21]([N+:22]([O-])=O)=[CH:20][CH:19]=[CH:18][N:17]=2)[CH:8]=[C:9]([C:11]([O:13][CH3:14])=[O:12])[CH:10]=1)(=[O:3])[CH3:2]>[Pd].CO.O1CCOCC1>[C:1]([NH:4][C:5]1[CH:6]=[C:7]([NH:15][C:16]2[C:21]([NH2:22])=[CH:20][CH:19]=[CH:18][N:17]=2)[CH:8]=[C:9]([C:11]([O:13][CH3:14])=[O:12])[CH:10]=1)(=[O:3])[CH3:2]. Procedure details: A mixture of 2-(3-acetylamino-5-methoxycarbonylphenylamino)-3-nitropyridine (1.20 g) and 10% palladium on carbon (0.25 g) in methanol (15 ml) and 1,4-dioxane (15 ml) was stirred under hydrogen (3 atm) at room temperature for 3 hours. The catalyst was removed by filtration and the solvent was evaporated. The resulting solid was collected and washed with isopropyl ether to give 2-(3-acetylamino-5-methoxycarbonylphenylamino)-3-aminopyridine (1.10 g).